From a dataset of the Open Reaction Database (ORD), a public repository of structured organic reaction records. describe an organic reaction: reactants, conditions, products, and yield The product is N=1C(C(C=C2C=CC=CC12)=O)=O (quinoline-dione). The reactants are N1C(C=CC2=CC=CC=C12)=O (Quinolinone), quinoline-thiones, N=O (imino ether), quinoline-diones, hydroxy quinolinones, Cl (hydrochloric acid). Procedure: Quinolinone compounds (e.g., Structure 16) may be converted into corresponding quinoline-diones (e.g., Structure 24), hydroxy quinolinones (e.g., Structure 25), and quinoline-thiones (e.g., Structures 26 and 27) by the processes shown in Scheme V. The process of Scheme V begins with the deprotection of the imino ether of Structure 16 by treatment with a mineral acid, for example, hydrochloric acid, to afford a quinoline-dione compound of Structure 24. Alternatively, this transformation can be ca... As a reaction SMILES: [NH:1]1[C:10]2[C:5](=[CH:6][CH:7]=[CH:8][CH:9]=2)[CH:4]=[CH:3][C:2]1=[O:11].N=[O:13].Cl>>[N:1]1[C:2](=[O:11])[C:3](=[O:13])[CH:4]=[C:5]2[C:10]=1[CH:9]=[CH:8][CH:7]=[CH:6]2. Starting materials: CC(=O)C (acetone), NO (hydroxylamine), C1CCOC1 (THF), Cl.CN(C)CC1=CC=C(C=C1)S(=O)(=O)N1C=C(C=C1)/C=C/C(=O)Cl ((E)-3-[1-(4-dimethylaminomethyl-benzenesulfonyl)-1H-pyrrol-3-yl]-acryloyl chloride hydrochloride). The solvent is C(C)#N (acetonitrile). Conditions: temperature 9 celsius, time 30 minute. The product is Cl.CN(C)CC1=CC=C(C=C1)S(=O)(=O)N1C=C(C=C1)/C=C/C(=O)NO ((E)-3-[1-(4-dimethylaminomethyl-benzenesulfonyl)-1H-pyrrol-3-yl]-N-hydroxy-acrylamide hydrochloride). As a reaction SMILES: [NH2:1][OH:2].C1COCC1.Cl.[CH3:9][N:10]([CH2:12][C:13]1[CH:18]=[CH:17][C:16]([S:19]([N:22]2[CH:26]=[CH:25][C:24](/[CH:27]=[CH:28]/[C:29]([Cl:31])=[O:30])=[CH:23]2)(=[O:21])=[O:20])=[CH:15][CH:14]=1)[CH3:11].CC(C)=O>C(#N)C>[ClH:31].[CH3:9][N:10]([CH2:12][C:13]1[CH:18]=[CH:17][C:16]([S:19]([N:22]2[CH:26]=[CH:25][C:24](/[CH:27]=[CH:28]/[C:29]([NH:1][OH:2])=[O:30])=[CH:23]2)(=[O:21])=[O:20])=[CH:15][CH:14]=1)[CH3:11] |f:2.3,6.7|. Procedure: A second reaction vessel was charged with aqueous hydroxylamine (50%, 42.8 kg, 647 mol) and THF (40.0 L). The above prepared solution of (E)-3-[1-(4-dimethylaminomethyl-benzenesulfonyl)-1H-pyrrol-3-yl]-acryloyl chloride hydrochloride was added at 18-30° C. over a period of 2-4 h. After stirring for 20-40 min, acetone (47.6 L, 647 mmol) was added at 17-25° C. within 45-90 min. The reaction mixture was stirred for 30 min and acetonitrile (570.0 L) was added over a period of 1-2 h. The suspension w... Starting materials: C(CCC)[Li] (n-Butyl lithium), ClC1=C(C(=O)OC)C(=CC=C1)Cl (Methyl 2,6-dichlorobenzoate), C(C)#N (Acetonitrile). Solvent: C1CCOC1 (THF), C1CCOC1 (THF). Reaction conditions: temperature -78 celsius, time 45 minute. Yields the product ClC1=C(C(=CC=C1)Cl)C(CC#N)=O (3-(2,6-dichlorophenyl)-3-oxopropanenitrile). Isolated yield 103.4%. As a reaction SMILES: C([Li])CCC.[C:6](#[N:8])[CH3:7].[Cl:9][C:10]1[CH:19]=[CH:18][CH:17]=[C:16]([Cl:20])[C:11]=1[C:12](OC)=[O:13]>C1COCC1>[Cl:9][C:10]1[CH:19]=[CH:18][CH:17]=[C:16]([Cl:20])[C:11]=1[C:12](=[O:13])[CH2:7][C:6]#[N:8]. Procedure: n-Butyl lithium (20.1 mL, 32.2 mmol, 1.6M in hexanes) was added to THF (30 mL) and the solution was cooled to −78° C. Acetonitrile (1.7 mL, 32 mmol) was added dropwise and the reaction stirred at the temperature for 45 minutes. Methyl 2,6-dichlorobenzoate (1.00 g, 4.88 mmol) was dissolved in 2 mL THF and added to the reaction mixture. The reaction stirred at −78° C. for 0.5 hr. The solution was quenched with methanol and warmed to room temperature. The material was diluted with water and 1N HCl.... The reactants are O1C(OCC1)CCC(=O)C1=CC=C(C=C1)OC (3-(1,3-Dioxolan-2-yl)-4'-methoxypropiophenone), C(C)(=O)NCCN (N-acetylethylene-diamine). The solvent is C(C)(=O)O (acetic acid), C(C)(=O)O (acetic acid). Product: COC1=CC=C(C=C1)C=1N(C=CC1)CCNC(C)=O (N-[2-[2-(p-methoxyphenyl)-pyrrol-1-yl]ethyl]acetamide). The yield is 65.5%. RXN SMILES: O1CCO[CH:2]1[CH2:6][CH2:7][C:8]([C:10]1[CH:15]=[CH:14][C:13]([O:16][CH3:17])=[CH:12][CH:11]=1)=O.[C:18]([NH:21][CH2:22][CH2:23][NH2:24])(=[O:20])[CH3:19]>C(O)(=O)C>[CH3:17][O:16][C:13]1[CH:12]=[CH:11][C:10]([C:8]2[N:24]([CH2:23][CH2:22][NH:21][C:18](=[O:20])[CH3:19])[CH:2]=[CH:6][CH:7]=2)=[CH:15][CH:14]=1. Reported procedure: 3-(1,3-Dioxolan-2-yl)-4'-methoxypropiophenone (38.8 g) was dissolved in 100 ml of acetic acid and added under argon and while stirring to a solution of 33.5 g of N-acetylethylene-diamine in 500 ml of acetic acid. The reaction solution was heated to reflux overnight, the acetic acid was subsequently removed in a vacuum. The residue was taken up in 500 ml of methylene chloride and washed with a mixture of 200 ml of saturated sodium hydrogen carbonate solution and 400 ml of 2N sodium hydroxide solu... The reactants are ClC1=CC=C(N=N1)N1CCN(CC1)C(=O)OC(C)(C)C (tert-butyl 4-(6-chloropyridazin-3-yl)piperazine-1-carboxylate), NC=1N=CC2=C(N1)N(C1=C2C=CNC1=O)C1CCCC1 (2-amino-9-cyclopentyl-7,9-dihydro-8H-pyrido[4′,3′:4,5]pyrrolo[2,3-d]pyrimidin-8-one), CC1(C2=C(C(=CC=C2)P(C3=CC=CC=C3)C4=CC=CC=C4)OC5=C(C=CC=C51)P(C6=CC=CC=C6)C7=CC=CC=C7)C (Xantphos), CC(C)([O-])C.[Na+] (sodium tert-butoxide). The reagents and catalysts are C=1C=CC(=CC1)/C=C/C(=O)/C=C/C2=CC=CC=C2.C=1C=CC(=CC1)/C=C/C(=O)/C=C/C2=CC=CC=C2.C=1C=CC(=CC1)/C=C/C(=O)/C=C/C2=CC=CC=C2.[Pd].[Pd] (Pd2(dba)3). Solvent: O1CCOCC1 (dioxane). Reaction conditions: temperature 120 celsius. Product: C1(CCCC1)N1C2=C(C3=C1N=C(N=C3)NC3=CC=C(N=N3)N3CCN(CC3)C(=O)OC(C)(C)C)C=CNC2=O (1,1-Dimethylethyl 4-(6-((9-cyclopentyl-8-oxo-8,9-dihydro-7H-pyrido[4′,3′:4,5]pyrrolo[2,3-d]pyrimidin-2-yl)amino)-3-pyridazinyl)-1-piperazinecarboxylate). RXN SMILES: Cl[C:2]1[N:7]=[N:6][C:5]([N:8]2[CH2:13][CH2:12][N:11]([C:14]([O:16][C:17]([CH3:20])([CH3:19])[CH3:18])=[O:15])[CH2:10][CH2:9]2)=[CH:4][CH:3]=1.[NH2:21][C:22]1[N:23]=[CH:24][C:25]2[C:30]3[CH:31]=[CH:32][NH:33][C:34](=[O:35])[C:29]=3[N:28]([CH:36]3[CH2:40][CH2:39][CH2:38][CH2:37]3)[C:26]=2[N:27]=1.CC1(C)C2C(=C(P(C3C=CC=CC=3)C3C=CC=CC=3)C=CC=2)OC2C(P(C3C=CC=CC=3)C3C=CC=CC=3)=CC=CC1=2.CC(C)([O-])C.[Na+]>O1CCOCC1.C1C=CC(/C=C/C(/C=C/C2C=CC=CC=2)=O)=CC=1.C1C=CC(/C=C/C(/C=C/C2C=CC=CC=2)=O)=CC=1.C1C=CC(/C=C/C(/C=C/C2C=CC=CC=2)=O)=CC=1.[Pd].[Pd]>[CH:36]1([N:28]2[C:26]3[N:27]=[C:22]([NH:21][C:2]4[N:7]=[N:6][C:5]([N:8]5[CH2:13][CH2:12][N:11]([C:14]([O:16][C:17]([CH3:20])([CH3:19])[CH3:18])=[O:15])[CH2:10][CH2:9]5)=[CH:4][CH:3]=4)[N:23]=[CH:24][C:25]=3[C:30]3[CH:31]=[CH:32][NH:33][C:34](=[O:35])[C:29]2=3)[CH2:37][CH2:38][CH2:39][CH2:40]1 |f:3.4,6.7.8.9.10|. Procedure details: A mixture of tert-butyl 4-(6-chloropyridazin-3-yl)piperazine-1-carboxylate (0.060 g, 0.20 mmol), compound 83 (0.054 g, 0.20 mmol), Xantphos (0.017 g, 0.030 mmol), Pd2(dba)3 (0.014 g, 0.015 mmol), and sodium tert-butoxide (0.029 g, 0.30 mmol) in dioxane was purged with nitrogen gas for 1 minute. The reaction was heated at 120° C. for 6 hours and then cooled to room temperature. The solvent was removed by filtration. The residue was washed with 2×1 ml dioxane. The product was then dissolved in 10 ...